Dataset: the Open Reaction Database (ORD), a public repository of structured organic reaction records. Task: describe an organic reaction: reactants, conditions, products, and yield The reactants are CO, CCC(C)=CCCC(C)=O, O, O=S(=O)(O)O. Product: CCC(C)(CCCC(C)=O)OC. As a reaction SMILES: [CH3:17][OH:18].[CH3:1][C:2](=[CH:3][CH2:4][CH2:5][C:6]([CH3:7])=[O:8])[CH2:9][CH3:10].[OH2:16].[S:11](=[O:12])(=[O:13])([OH:14])[OH:15]>>[CH3:1][C:2]([CH2:3][CH2:4][CH2:5][C:6]([CH3:7])=[O:8])([CH2:9][CH3:10])[O:16][CH3:17]. The reactants are O1C2=C(OCC1)C=C(C=C2)N(CCC2N(CCCC2)C)C2CC1=CC=CC=C1C2 (2-[2-((2,3-Dihydrobenzo[b][1,4]dioxin-6-yl)(indan-2-yl)amino)ethyl]-1-methylpiperidine), CI (methyl iodide). The solvent is ClCCCl (DCE). Run at time 40 hour. Product: [I-].C[N+]1(C(CCCC1)CCN(C1CC2=CC=CC=C2C1)C1=CC2=C(OCCO2)C=C1)C (1,1-dimethyl-2-[2-((2,3-dihydrobenzo[b][1,4]dioxin-6-yl)(indan-2-yl)amino)ethyl]piperidinium iodide). As a reaction SMILES: [O:1]1[CH2:6][CH2:5][O:4][C:3]2[CH:7]=[C:8]([N:11]([CH:21]3[CH2:29][C:28]4[C:23](=[CH:24][CH:25]=[CH:26][CH:27]=4)[CH2:22]3)[CH2:12][CH2:13][CH:14]3[CH2:19][CH2:18][CH2:17][CH2:16][N:15]3[CH3:20])[CH:9]=[CH:10][C:2]1=2.[CH3:30][I:31]>ClCCCl>[I-:31].[CH3:20][N+:15]1([CH3:30])[CH2:16][CH2:17][CH2:18][CH2:19][CH:14]1[CH2:13][CH2:12][N:11]([C:8]1[CH:9]=[CH:10][C:2]2[O:1][CH2:6][CH2:5][O:4][C:3]=2[CH:7]=1)[CH:21]1[CH2:29][C:28]2[C:23](=[CH:24][CH:25]=[CH:26][CH:27]=2)[CH2:22]1 |f:3.4|. Reported procedure: To a stirred solution of compound 61 (0.25 g, 0.64 mmol) in DCE (3 mL) was added methyl iodide (0.15 mL, 2.55 mmol) and the mixture was stirred at rt for 40 hours in a sealed tube. The reaction mixture was concentrated and the crude material was purified by Combiflash® chromatography eluting with 6-7% methanol-DCM to provide a solid. The solid material was triturated with ether and filtered through a sintered funnel and dried under high vacuum to get the desired compound. The reactants are ClCCl, O=C(O)CC1(O)CCc2c(Cl)cc(F)cc21, O=C(O)C(F)(F)F. Product: O=C(O)C=C1CCc2c(Cl)cc(F)cc21. As a reaction SMILES: [Cl:24][CH2:25][Cl:26].[Cl:8][c:9]1[c:10]2[c:14]([cH:15][c:16]([F:18])[cH:17]1)[C:13]([OH:19])([CH2:20][C:21](=[O:22])[OH:23])[CH2:12][CH2:11]2.[OH:1][C:2]([C:3]([F:4])([F:5])[F:6])=[O:7]>>[Cl:8][c:9]1[c:10]2[c:14]([cH:15][c:16]([F:18])[cH:17]1)[C:13](=[CH:20][C:21](=[O:22])[OH:23])[CH2:12][CH2:11]2. Reactants: Cn1ccnc1N1CCc2cc([N+](=O)[O-])ccc21, C1CCOC1. The product is Cn1ccnc1N1CCc2cc(N)ccc21. Reaction SMILES: [CH3:1][n:2]1[c:3]([N:7]2[CH2:8][CH2:9][c:10]3[cH:11][c:12]([N+:16]([O-:17])=[O:18])[cH:13][cH:14][c:15]32)[n:4][cH:5][cH:6]1.[O:19]1[CH2:20][CH2:21][CH2:22][CH2:23]1>>[CH3:1][n:2]1[c:3]([N:7]2[CH2:8][CH2:9][c:10]3[cH:11][c:12]([NH2:16])[cH:13][cH:14][c:15]32)[n:4][cH:5][cH:6]1.